Dataset: the Open Reaction Database (ORD), a public repository of structured organic reaction records. Task: describe an organic reaction: reactants, conditions, products, and yield The reactants are C(C)(C)C=1N=C(SC1)CCC1=CC=2N(C(C(=CN2)C(=O)OC)=O)C=C1 (methyl 8-[2-(4-isopropyl-1,3-thiazol-2-yl)ethyl]-4-oxo-4H-pyrido-[1,2-a]pyrimidine-3-carboxylate), N (ammonia). Solvent: CO (methanol). Run at time 8 hour. Product: C(C)(C)C=1N=C(SC1)CCC1=CC=2N(C(C(=CN2)C(=O)N)=O)C=C1 (8-[2-(4-Isopropyl-1,3-thiazol-2-yl)ethyl]-4-oxo-4H-pyrido[1,2-a]pyrimidine-3-carboxamide). As a reaction SMILES: [CH:1]([C:4]1[N:5]=[C:6]([CH2:9][CH2:10][C:11]2[CH:25]=[CH:24][N:14]3[C:15](=[O:23])[C:16]([C:19](OC)=[O:20])=[CH:17][N:18]=[C:13]3[CH:12]=2)[S:7][CH:8]=1)([CH3:3])[CH3:2].[NH3:26]>CO>[CH:1]([C:4]1[N:5]=[C:6]([CH2:9][CH2:10][C:11]2[CH:25]=[CH:24][N:14]3[C:15](=[O:23])[C:16]([C:19]([NH2:26])=[O:20])=[CH:17][N:18]=[C:13]3[CH:12]=2)[S:7][CH:8]=1)([CH3:3])[CH3:2]. Reported procedure: A mixture of methyl 8-[2-(4-isopropyl-1,3-thiazol-2-yl)ethyl]-4-oxo-4H-pyrido-[1,2-a]pyrimidine-3-carboxylate (400 mg), concentrated aqueous ammonia (6 ml) and methanol (9 ml) was stirred overnight. Insoluble solids were collected by filtration to obtain the title compound (117 mg). The reaction mixture was concentrated and the residue was purified by silica gel column chromatography to further obtain the title compound (69 mg). The reactants are CN(C)C=O, CCN(C(C)C)C(C)C, CCCC=CCC(CC(=O)Nc1cc(Cc2n[nH]c(=O)c3ccccc23)ccc1F)C(=O)O, O. Product: CCCC=CCC1CC(=O)N(c2cc(Cc3n[nH]c(=O)c4ccccc34)ccc2F)C1=O. RXN SMILES: [CH3:44][N:45]([CH3:46])[CH:47]=[O:48].[CH:1]([N:2]([CH:3]([CH3:4])[CH3:5])[CH2:6][CH3:7])([CH3:8])[CH3:9].[F:10][c:11]1[c:12]([NH:29][C:30](=[O:31])[CH2:32][CH:33]([C:34](=[O:35])[OH:36])[CH2:37][CH:38]=[CH:39][CH2:40][CH2:41][CH3:42])[cH:13][c:14]([CH2:17][c:18]2[n:19][nH:20][c:21](=[O:28])[c:22]3[cH:23][cH:24][cH:25][cH:26][c:27]23)[cH:15][cH:16]1.[OH2:43]>>[F:10][c:11]1[c:12]([N:29]2[C:30](=[O:31])[CH2:32][CH:33]([CH2:37][CH:38]=[CH:39][CH2:40][CH2:41][CH3:42])[C:34]2=[O:36])[cH:13][c:14]([CH2:17][c:18]2[n:19][nH:20][c:21](=[O:28])[c:22]3[cH:23][cH:24][cH:25][cH:26][c:27]23)[cH:15][cH:16]1. The reactants are C1(CC1)C1=CC=C(C(N1CC(=O)O)=O)NCC1=NC=2NCCCC2C=C1 ({6-Cyclopropyl-2-oxo-3-[(5,6,7,8-tetrahydro-[1,8]naphthyridin-2-ylmethyl)-amino]-2H-pyridin-1-yl}-acetic acid), Cl.N[C@@H](CC(=O)OCC)C1=CC(=CC=C1)F (Ethyl 3-amino-3(S)-(3-fluorophenyl)propionate hydrochloride). Product: C(C)OC(C[C@@H](C1=CC(=CC=C1)F)NC(CN1C(C(=CC=C1C1CC1)NCC1=NC=2NCCCC2C=C1)=O)=O)=O (3-(2-{6-Cyclopropyl-2-oxo-3-[(5 ,6,7,8-tetrahydro-[1,8]naphthyridin-2-ylmethyl)-amino]-2H-pyridin-1-yl}-acetylamino)-3(S)-(3-fluorophenyl)-propionic acid ethyl ester). Reaction SMILES: [CH:1]1([C:4]2[N:9]([CH2:10][C:11](O)=[O:12])[C:8](=[O:14])[C:7]([NH:15][CH2:16][C:17]3[CH:26]=[CH:25][C:24]4[CH2:23][CH2:22][CH2:21][NH:20][C:19]=4[N:18]=3)=[CH:6][CH:5]=2)[CH2:3][CH2:2]1.Cl.[NH2:28][C@H:29]([C:36]1[CH:41]=[CH:40][CH:39]=[C:38]([F:42])[CH:37]=1)[CH2:30][C:31]([O:33][CH2:34][CH3:35])=[O:32]>>[CH2:34]([O:33][C:31](=[O:32])[CH2:30][C@H:29]([NH:28][C:11](=[O:12])[CH2:10][N:9]1[C:4]([CH:1]2[CH2:3][CH2:2]2)=[CH:5][CH:6]=[C:7]([NH:15][CH2:16][C:17]2[CH:26]=[CH:25][C:24]3[CH2:23][CH2:22][CH2:21][NH:20][C:19]=3[N:18]=2)[C:8]1=[O:14])[C:36]1[CH:41]=[CH:40][CH:39]=[C:38]([F:42])[CH:37]=1)[CH3:35] |f:1.2|. Reported procedure: Following the procedure described for the preparation of 16-5, the acid 17-7 was coupled with the amine 17-8 to yield the title compound 17-9. Reactants: C(C)(C)(C)OC(=O)N1CCC(CC1)CCCN1C(=NC2=C(C=CC=C2C1=O)OC)C (4-[3-(8-methoxy-2-methyl-4-oxo-4H-quinazolin-3-yl)-propyl]-piperidine-1-carboxylic acid tert-butyl ester), C1CC(=O)N(C1=O)Br (NBS), CC(C)(C#N)N=NC(C)(C)C#N (AIBN). Solvent: C(Cl)(Cl)(Cl)Cl (CCl4). The product is C(C)(C)(C)OC(=O)N1CCC(CC1)CCCN1C(=NC2=C(C=CC=C2C1=O)OC)CBr (4-[3-(2-bromomethyl-8-methoxy-4-oxo-4H-quinazolin-3-yl)-propyl]-piperidine-1-carboxylic acid tert-butyl ester). Yield: 4.9%. Reaction SMILES: [C:1]([O:5][C:6]([N:8]1[CH2:13][CH2:12][CH:11]([CH2:14][CH2:15][CH2:16][N:17]2[C:26](=[O:27])[C:25]3[C:20](=[C:21]([O:28][CH3:29])[CH:22]=[CH:23][CH:24]=3)[N:19]=[C:18]2[CH3:30])[CH2:10][CH2:9]1)=[O:7])([CH3:4])([CH3:3])[CH3:2].C1C(=O)N([Br:38])C(=O)C1.CC(N=NC(C#N)(C)C)(C#N)C>C(Cl)(Cl)(Cl)Cl>[C:1]([O:5][C:6]([N:8]1[CH2:9][CH2:10][CH:11]([CH2:14][CH2:15][CH2:16][N:17]2[C:26](=[O:27])[C:25]3[C:20](=[C:21]([O:28][CH3:29])[CH:22]=[CH:23][CH:24]=3)[N:19]=[C:18]2[CH2:30][Br:38])[CH2:12][CH2:13]1)=[O:7])([CH3:3])([CH3:4])[CH3:2]. Procedure details: A mixture of the product from Example 6, Step A (2380 mg, 5.73 mmol), NBS (1530 mg, 8.6 mmol), AIBN (94 mg, 0.57 mmol) in CCl4 (50 mL) was heated under reflux for 17 h. The reaction mixture was cooled to room temperature and filtered. The filtrate was concentrated under vacuum and the residue was purified by SiO2-gel chromatography using 30% EtOAc/hexanes to give the desired product (140 mg). API-MS: 492, 494 (M+1). 1H NMR (300 MHz, CDCl3): d 7.8 (d, 1 H), 7.4 (t, 1 H), 7.2 (d, 1 H), 4.5 (s, 2 H... Starting materials: C(C)(=O)NC1=CC(=C(C(=O)N2CCN(CC2)CCC2=CC=C(C=C2)Cl)C=C1)Cl (1-[4-(N-acetylamino)-2-chlorobenzoyl]-4-[2-(4-chlorophenyl)ethyl]-piperazine), CI (methyl iodide). Yields the product C(C)(=O)N(C)C1=CC(=C(C(=O)N2CCN(CC2)CCC2=CC=C(C=C2)Cl)C=C1)Cl (1-[4-(N-acetyl-N-methylamino)-2-chlorobenzoyl]-4-[2-(4-chlorophenyl)ethyl]-piperazine). Reaction SMILES: [C:1]([NH:4][C:5]1[CH:27]=[CH:26][C:8]([C:9]([N:11]2[CH2:16][CH2:15][N:14]([CH2:17][CH2:18][C:19]3[CH:24]=[CH:23][C:22]([Cl:25])=[CH:21][CH:20]=3)[CH2:13][CH2:12]2)=[O:10])=[C:7]([Cl:28])[CH:6]=1)(=[O:3])[CH3:2].[CH3:29]I>>[C:1]([N:4]([C:5]1[CH:27]=[CH:26][C:8]([C:9]([N:11]2[CH2:16][CH2:15][N:14]([CH2:17][CH2:18][C:19]3[CH:20]=[CH:21][C:22]([Cl:25])=[CH:23][CH:24]=3)[CH2:13][CH2:12]2)=[O:10])=[C:7]([Cl:28])[CH:6]=1)[CH3:29])(=[O:3])[CH3:2]. Procedure: 0.8 g of 1-[4-(N-methylamino)-2-chlorobenzoyl]-4-[2-(4-chlorophenyl)ethyl]-piperazine (see Example 8) is methylated in a manner analogous to that described in Example 5 with 0.3 g of methyl iodide to form 1-[4-(N-acetyl-N-methylamino)-2-chlorobenzoyl]-4-[2-(4-chlorophenyl)ethyl]-piperazine. It has a melting point of 162°-163°. Starting materials: CC=1N=CC(=NC1)C(=O)O (5-methylpyrazinecarboxylic acid), C(C)O (ethanol). Reagents/catalysts: S(O)(O)(=O)=O (sulfuric acid), C([O-])(O)=O.[Na+] (sodium bicarbonate). Run at temperature 78 celsius, time 8 hour. The product is CC=1N=CC(=NC1)C(=O)OCC (5-methyl-2-pyrazinecarboxylic acid, ethyl ester). Isolated yield 84.2%. RXN SMILES: [CH3:1][C:2]1[N:3]=[CH:4][C:5]([C:8]([OH:10])=[O:9])=[N:6][CH:7]=1.[CH2:11](O)[CH3:12]>S(=O)(=O)(O)O.C(=O)(O)[O-].[Na+]>[CH3:1][C:2]1[N:3]=[CH:4][C:5]([C:8]([O:10][CH2:11][CH3:12])=[O:9])=[N:6][CH:7]=1 |f:3.4|. Reported procedure: The reaction is carried out, under nitrogen, in a 1 L×4 neck flask equipped with a mechanical stirrer, water condenser (with gas inlet), and a thermocouple. The reactor is charged with 5-methylpyrazinecarboxylic acid (100 g), ethanol (300 g) and sulfuric acid (2 g). The contents are refluxed for eight hours at 78° C. The reaction mixture is cooled to ambient temperature and sodium bicarbonate (4 g) is added. About 75% of the solvent is removed under reduced pressure and the resulting suspension ...